Dataset: the Open Reaction Database (ORD), a public repository of structured organic reaction records. Task: describe an organic reaction: reactants, conditions, products, and yield Starting materials: C1(=C(C=CC=C1)P(C1=C(C=CC=C1)C)C1=C(C=CC=C1)C)C (tri-o-tolylphosphine), BrC=1C=CC2=C(C1)N1C(C=3C=CC=CC3C=C1)=N2 (9-bromobenzimidazo[2,1-a]isoquinoline), C=1(C(=CC=CC1)B(O)O)C1=CC=CC=C1 (1,1′-biphenyl-2-boronic acid), P(=O)([O-])([O-])[O-].[K+].[K+].[K+] (tri-potassium phosphate). The reagents and catalysts are C(C)(=O)[O-].[Pd+2].C(C)(=O)[O-] (palladium(II) acetate). Run in C1(=CC=CC=C1)C (toluene), O (water), O1CCOCC1 (dioxane). Product: C1(=C(C=CC=C1)C1=CC2=C(N=C3N2C=CC=2C=CC=CC32)C=C1)C1=CC=CC=C1 (9-biphenyl-2-ylbenzo[4,5]imidazo[2,1-a]isoquinoline). As a reaction SMILES: C1(C)C=CC=CC=1P(C1C=CC=CC=1C)C1C=CC=CC=1C.Br[C:24]1[CH:25]=[CH:26][C:27]2[N:40]=[C:31]3[C:32]4[CH:33]=[CH:34][CH:35]=[CH:36][C:37]=4[CH:38]=[CH:39][N:30]3[C:28]=2[CH:29]=1.[C:41]1([C:50]2[CH:55]=[CH:54][CH:53]=[CH:52][CH:51]=2)[C:42](B(O)O)=[CH:43][CH:44]=[CH:45][CH:46]=1.P([O-])([O-])([O-])=O.[K+].[K+].[K+]>C1(C)C=CC=CC=1.C([O-])(=O)C.[Pd+2].C([O-])(=O)C.O.O1CCOCC1>[C:41]1([C:50]2[CH:51]=[CH:52][CH:53]=[CH:54][CH:55]=2)[CH:42]=[CH:43][CH:44]=[CH:45][C:46]=1[C:24]1[CH:25]=[CH:26][C:27]2[N:40]=[C:31]3[C:32]4[CH:33]=[CH:34][CH:35]=[CH:36][C:37]=4[CH:38]=[CH:39][N:30]3[C:28]=2[CH:29]=1 |f:3.4.5.6,8.9.10|. Procedure details: 913 mg (3 mmol) of tri-o-tolylphosphine and then 112 mg (0.5 mmol) of palladium(II) acetate are added to a vigorously stirred suspension of 14.8 g (50 mmol) of 9-bromobenzimidazo[2,1-a]isoquinoline, 9.9 g (55 mmol) of 1,1′-biphenyl-2-boronic acid and 25.5 g (120 mmol) of tri-potassium phosphate in a mixture of 300 ml of toluene, 100 ml of dioxane and 400 ml of water, and the mixture is subsequently heated under reflux for 16 h. After cooling, the precipitated solid is filtered off with suction, ... Reactants: BrCc1ccccc1, CC(=O)OC1CCC2C3CCc4cc(O)c(C(C)=O)cc4C3CCC12C, CC(C)=O, [K+], [K+], O=C([O-])[O-], C1COCCOCCOCCOCCOCCO1, O. The product is CC(=O)OC1CCC2C3CCc4cc(OCc5ccccc5)c(C(C)=O)cc4C3CCC12C. As a reaction SMILES: [Br:33][CH2:34][c:35]1[cH:36][cH:37][cH:38][cH:39][cH:40]1.[C:7]([CH3:8])(=[O:9])[O:10][CH:11]1[C:12]2([CH3:13])[CH:14]([CH2:15][CH2:16]1)[CH:17]1[CH2:18][CH2:19][c:20]3[cH:21][c:22]([OH:32])[c:23]([C:29]([CH3:30])=[O:31])[cH:24][c:25]3[CH:26]1[CH2:27][CH2:28]2.[CH3:59][C:60](=[O:61])[CH3:62].[K+:1].[K+:2].[O-:3][C:4]([O-:5])=[O:6].[O:41]1[CH2:42][CH2:43][O:44][CH2:45][CH2:46][O:47][CH2:48][CH2:49][O:50][CH2:51][CH2:52][O:53][CH2:54][CH2:55][O:56][CH2:57][CH2:58]1.[OH2:63]>>[C:7]([CH3:8])(=[O:9])[O:10][CH:11]1[C:12]2([CH3:13])[CH:14]([CH2:15][CH2:16]1)[CH:17]1[CH2:18][CH2:19][c:20]3[cH:21][c:22]([O:32][CH2:34][c:35]4[cH:36][cH:37][cH:38][cH:39][cH:40]4)[c:23]([C:29]([CH3:30])=[O:31])[cH:24][c:25]3[CH:26]1[CH2:27][CH2:28]2. The reactants are C(C)(C)NC1=NS(C2=C(N1)C=C(C=C2)C(F)(F)F)(=O)=O (3-isopropylamino-6-trifluoromethyl-4H-1,2,4-benzothiadiazine 1,1-dioxide), Br (hydrobromic acid), OO (hydrogen peroxide). Run in O (water). Run at temperature 70 celsius. The product is BrC1=CC2=C(NC(=NS2(=O)=O)NC(C)C)C=C1C(F)(F)F (7-Bromo-3-isopropylamino-6-trifluoromethyl-4H-1,2,4-benzothiadiazine 1,1-dioxide). The yield is 5.7%. As a reaction SMILES: [CH:1]([NH:4][C:5]1[NH:10][C:9]2[CH:11]=[C:12]([C:15]([F:18])([F:17])[F:16])[CH:13]=[CH:14][C:8]=2[S:7](=[O:20])(=[O:19])[N:6]=1)([CH3:3])[CH3:2].[BrH:21].OO>O>[Br:21][C:13]1[C:12]([C:15]([F:17])([F:16])[F:18])=[CH:11][C:9]2[NH:10][C:5]([NH:4][CH:1]([CH3:3])[CH3:2])=[N:6][S:7](=[O:19])(=[O:20])[C:8]=2[CH:14]=1. Procedure: A solution of 3-isopropylamino-6-trifluoromethyl-4H-1,2,4-benzothiadiazine 1,1-dioxide (307 mg; 1 mmol) in water (5 ml) was added 40% hydrobromic acid (0.44 ml; 3 mmol). The solution was then heated to 70° C. and 30% hydrogen peroxide (0.33 g; 3 mmol) was added. After 30 min the reaction mixture was cooled and extracted with ethyl acetate (20 ml) and purified by column chromatograpy (ethyl acetate:ethanol 9:1). Concentration of the appropiate fractions produced the title compound (22 mg); 1H-NMR... Reactants: CC1(OCC(C1)C1=C(C(CC1)(C)C)C)C ([rac]-2,2-Dimethyl-4-(2,3,3-trimethylcyclopent-1-en-1-yl)tetrahydrofuran). Reagents/catalysts: [Pd] (Pd on carbon). The solvent is C(C)O (ethanol). The product is CC1(OCC(C1)C1C(C(CC1)(C)C)C)C (2,2-Dimethyl-4-(2,3,3-trimethylcyclopent-1-yl)tetrahydrofuran). The yield is 100.0%. RXN SMILES: [CH3:1][C:2]1([CH3:15])[CH2:6][CH:5]([C:7]2[CH2:11][CH2:10][C:9]([CH3:13])([CH3:12])[C:8]=2[CH3:14])[CH2:4][O:3]1>C(O)C.[Pd]>[CH3:1][C:2]1([CH3:15])[CH2:6][CH:5]([CH:7]2[CH2:11][CH2:10][C:9]([CH3:13])([CH3:12])[CH:8]2[CH3:14])[CH2:4][O:3]1. Reported procedure: 31.7 g of [rac]-2,2-dimethyl-4-(2,3,3-trimethylcyclopent-1-en-1-yl)tetrahydrofuran (from Example 4), at a purity of 92.7% (0.14 mole) were hydrogenated on a Parr shaker using 2.0 g of 5% Pd on carbon in 50 ml of ethanol. The product, 31.6 g, was distilled to afford 30 g (100% yield). BP 52°-54° C./0.2 mmHg; 1H-NMR (300 MHz), δ 0.74 (3H, s), 0.85 (3H, d, J=6.9 Hz), 0.94 (3H, s), 1.2 (1H, m), 1.19 (3H, s), 1.28 (3H, s), 1.3-1.6 (5H, m), 1.65-1.95 (2H, m), 2.33 (1H, m), 3.47 (1H, m), 3.94 (1H, m); ... Starting materials: N([C@@H](C(C)C)C(=O)NCC(=O)N[C@@H](C)C(=O)N1[C@H](C(=O)OC(C)(C)C)CCC1)C(=O)OCC1=CC=CC=C1 (Z-Val-Gly-Ala-Pro-OtBu), [H][H] (hydrogen), C(Cl)(Cl)Cl.CO (chloroform methanol). Reagents/catalysts: [Pd] (Pd on charcoal). Solvent: CO (methanol). The product is N[C@@H](C(C)C)C(=O)NCC(=O)N[C@@H](C)C(=O)N1[C@H](C(=O)OC(C)(C)C)CCC1 (H-Val-Gly-Ala-Pro-OtBu). RXN SMILES: [NH:1](C(OCC1C=CC=CC=1)=O)[C@H:2]([C:6]([NH:8][CH2:9][C:10]([NH:12][C@H:13]([C:15]([N:17]1[CH2:28][CH2:27][CH2:26][C@H:18]1[C:19]([O:21][C:22]([CH3:25])([CH3:24])[CH3:23])=[O:20])=[O:16])[CH3:14])=[O:11])=[O:7])[CH:3]([CH3:5])[CH3:4].[H][H].C(Cl)(Cl)Cl.CO>CO.[Pd]>[NH2:1][C@H:2]([C:6]([NH:8][CH2:9][C:10]([NH:12][C@H:13]([C:15]([N:17]1[CH2:28][CH2:27][CH2:26][C@H:18]1[C:19]([O:21][C:22]([CH3:25])([CH3:24])[CH3:23])=[O:20])=[O:16])[CH3:14])=[O:11])=[O:7])[CH:3]([CH3:4])[CH3:5] |f:2.3|. Procedure details: 533 mg of Z-Val-Gly-Ala-Pro-OtBu are hydrogenated in 10 ml of methanol in the presence of 300 mg of Pd on charcoal (10%) at room temperature. The hydrogen uptake has ended after 20 minutes. The catalyst is filtered off and the filtrate evaporated in a waterpump vacuum at 30° C. to give an oil. Rf = 0.52 in the system chloroform-methanol (1:1) on silica gel. The reactants are NC=1C=CC2=C(N(C(CCC2(C)C)=O)C(C)C)C1 (8-Amino-1-isopropyl-5,5-dimethyl-1,3,4,5-tetrahydro-benzo[b]azepin-2-one), ClC1=NC=C(C(=N1)NC1=C(C=C(C=C1)N1CCOCC1)OC)Cl ((2,5-Dichloro-pyrimidin-4-yl)-(2-methoxy-4-morpholin-4-yl-phenyl)-amine). Yields the product ClC=1C(=NC(=NC1)NC=1C=CC2=C(N(C(CCC2(C)C)=O)C(C)C)C1)NC1=C(C=C(C=C1)N1CCOCC1)OC (8-[5-Chloro-4-(2-methoxy-4-morpholin-4-yl-phenylamino)-pyrimidin-2-ylamino]-1-isopropyl-5,5-dimethyl-1,3,4,5-tetrahydro-benzo[b]azepin-2-one), solid. Yield: 26.0%. As a reaction SMILES: [NH2:1][C:2]1[CH:3]=[CH:4][C:5]2[C:11]([CH3:13])([CH3:12])[CH2:10][CH2:9][C:8](=[O:14])[N:7]([CH:15]([CH3:17])[CH3:16])[C:6]=2[CH:18]=1.Cl[C:20]1[N:25]=[C:24]([NH:26][C:27]2[CH:32]=[CH:31][C:30]([N:33]3[CH2:38][CH2:37][O:36][CH2:35][CH2:34]3)=[CH:29][C:28]=2[O:39][CH3:40])[C:23]([Cl:41])=[CH:22][N:21]=1>>[Cl:41][C:23]1[C:24]([NH:26][C:27]2[CH:32]=[CH:31][C:30]([N:33]3[CH2:34][CH2:35][O:36][CH2:37][CH2:38]3)=[CH:29][C:28]=2[O:39][CH3:40])=[N:25][C:20]([NH:1][C:2]2[CH:3]=[CH:4][C:5]3[C:11]([CH3:12])([CH3:13])[CH2:10][CH2:9][C:8](=[O:14])[N:7]([CH:15]([CH3:16])[CH3:17])[C:6]=3[CH:18]=2)=[N:21][CH:22]=1. Procedure details: The title compound was prepared with a procedure analogous to that used to prepare example 381 by combining 8-Amino-1-isopropyl-5,5-dimethyl-1,3,4,5-tetrahydro-benzo[b]azepin-2-one and (2,5-Dichloro-pyrimidin-4-yl)-(2-methoxy-4-morpholin-4-yl-phenyl)-amine to yield an off-white solid (26%). mp 231° C.; LCMS: m/z=565.57 (M+H+), 1H NMR (400 MHz, CDCl3) δ 8.24 (d, 1H, J=8.8 Hz), 8.06 (s, 3H), 7.65 (m, 1H), 7.63 (m, 1H), 6.89 (s, 1H), 6.56 (d, 1H, J=2.3 Hz), 6.48 (m, 1H), 4.69 (m, 1H), 3.94 (s, 3H),...